From a dataset of the Open Reaction Database (ORD), a public repository of structured organic reaction records. describe an organic reaction: reactants, conditions, products, and yield The reactants are CCO, [Na+], [OH-], CCOC(=O)c1ccc(C=C(COCc2ccc(OC)cc2)Cn2ccnc2)cc1. Product: COc1ccc(COCC(=Cc2ccc(C(=O)O)cc2)Cn2ccnc2)cc1. Reaction SMILES: [CH3:33][CH2:34][OH:35].[Na+:32].[OH-:31].[n:1]1([CH2:6][C:7](=[CH:8][c:9]2[cH:10][cH:11][c:12]([C:13](=[O:14])[O:15][CH2:16][CH3:17])[cH:18][cH:19]2)[CH2:20][O:21][CH2:22][c:23]2[cH:24][cH:25][c:26]([O:29][CH3:30])[cH:27][cH:28]2)[cH:2][n:3][cH:4][cH:5]1>>[n:1]1([CH2:6][C:7](=[CH:8][c:9]2[cH:10][cH:11][c:12]([C:13](=[O:14])[OH:15])[cH:18][cH:19]2)[CH2:20][O:21][CH2:22][c:23]2[cH:24][cH:25][c:26]([O:29][CH3:30])[cH:27][cH:28]2)[cH:2][n:3][cH:4][cH:5]1. Reaction SMILES: COC(C1CC(=O)[N:7](C2C=CC(O)=CC=2)[CH2:6]1)=O.FC1C=C(F)C=C(F)C=1CBr.C[O:30][C:31]([CH:33]1[CH2:37][C:36](=[O:38])[N:35]([C:39]2[CH:44]=[CH:43][C:42]([O:45][CH2:46][C:47]3[C:52]([F:53])=[CH:51][C:50]([F:54])=[CH:49][C:48]=3[F:55])=[CH:41][CH:40]=2)[CH2:34]1)=O>>[CH3:6][NH2:7].[CH3:6][NH:7][C:31]([CH:33]1[CH2:37][C:36](=[O:38])[N:35]([C:39]2[CH:44]=[CH:43][C:42]([O:45][CH2:46][C:47]3[C:52]([F:53])=[CH:51][C:50]([F:54])=[CH:49][C:48]=3[F:55])=[CH:41][CH:40]=2)[CH2:34]1)=[O:30]. Reactants: COC(=O)C1CN(C(C1)=O)C1=CC=C(C=C1)O ((RS)-1-(4-hydroxyphenyl)-5-oxo-pyrrolidine-3-carboxylic acid methyl ester), FC1=C(CBr)C(=CC(=C1)F)F (2,4,6-trifluorobenzyl bromide), COC(=O)C1CN(C(C1)=O)C1=CC=C(C=C1)OCC1=C(C=C(C=C1F)F)F ((RS)-5-oxo-1-[4-(2,4,6-trifluoro-benzyloxy)-phenyl]-pyrrolidine-3-carboxylic acid methyl ester). Procedure: The title compound is prepared by alkylation of the (RS)-1-(4-hydroxyphenyl)-5-oxo-pyrrolidine-3-carboxylic acid methyl ester with 2,4,6-trifluorobenzyl bromide giving the (RS)-5-oxo-1-[4-(2,4,6-trifluoro-benzyloxy)-phenyl]-pyrrolidine-3-carboxylic acid methyl ester which, thereupon, by treatment with methylamine yields the (RS)-5-oxo-1-[4-(2,4,6-trifluoro-benzyloxy)-phenyl]-pyrrolidine-3-carboxylic acid methylamide. Yield: 97% of theory as a white solid. MS: m/e=379 (M+H)+. Yields the product CN (methylamine), CNC(=O)C1CN(C(C1)=O)C1=CC=C(C=C1)OCC1=C(C=C(C=C1F)F)F ((RS)-5-oxo-1-[4-(2,4,6-trifluoro-benzyloxy)-phenyl]-pyrrolidine-3-carboxylic acid methylamide). The reactants are CC=1C=C2C=3C=CC=CC3C=CC2=C2CCCCC12 (6-methyl-7,8,9,10-tetrahydro-chrysene). Reagents/catalysts: [Pd] (palladium on carbon). Run in COCCOCCOCCOC (triglyme). Conditions: temperature 210 celsius, time 18 hour. The product is CC=1C=C2C=3C=CC=CC3C=CC2=C2C=CC=CC12 (6-methylchrysene). Yield: 73.8%. As a reaction SMILES: [CH3:1][C:2]1[CH:3]=[C:4]2[C:13](=[C:14]3[C:19]=1[CH2:18][CH2:17][CH2:16][CH2:15]3)[CH:12]=[CH:11][C:10]1[CH:9]=[CH:8][CH:7]=[CH:6][C:5]2=1>[Pd].COCCOCCOCCOC>[CH3:1][C:2]1[CH:3]=[C:4]2[C:13](=[C:14]3[C:19]=1[CH:18]=[CH:17][CH:16]=[CH:15]3)[CH:12]=[CH:11][C:10]1[CH:9]=[CH:8][CH:7]=[CH:6][C:5]2=1. Procedure: A mixture of palladium on carbon (10%, 5.0 g) and 6-methyl-7,8,9,10-tetrahydro-chrysene (64.0 g, 0.24 mol) in triglyme (290 mL) was heated at 210° C. under a slow nitrogen stream. The progress of the reaction was monitored by NMR analysis that showed the reaction was 72% complete after 4 hours. The heating was discontinued after 18 hours when essentially all of the starting material had been consumed. The mixture was cooled to 100° C. and filtered to remove the catalyst. The solution was then co... The reactants are C[Mg]Br (methylmagnesium bromide), C(C)OCC (diethylether), ClC=1C=C(C(N(N1)C)=O)NC1=NN(C(=C1)C(=O)OC)C (Methyl 3-(6-Chloro-2-methyl-3-oxo-2,3-dihydropyridazin-4-ylamino)-1-methyl-1H-pyrazole-5-carboxylate), C1CCOC1 (THF). Solvent: C1(=CC=CC=C1)C (toluene). Run at temperature -25 celsius, time 3 hour. The product is ethyl acetate hexanes, ClC=1C=C(C(N(N1)C)=O)NC1=NN(C(=C1)C(C)(C)O)C (6-Chloro-4-(5-(2-hydroxypropan-2-yl)-1-methyl-1H-pyrazol-3-ylamino)-2-methylpyridazin-3(2H)-one). RXN SMILES: [Cl:1][C:2]1[CH:3]=[C:4]([NH:10][C:11]2[CH:15]=[C:14](C(OC)=O)[N:13]([CH3:20])[N:12]=2)[C:5](=[O:9])[N:6]([CH3:8])[N:7]=1.[CH2:21]1COCC1.C[Mg]Br.C([O:31][CH2:32][CH3:33])C>C1(C)C=CC=CC=1>[Cl:1][C:2]1[CH:3]=[C:4]([NH:10][C:11]2[CH:15]=[C:14]([C:32]([OH:31])([CH3:33])[CH3:21])[N:13]([CH3:20])[N:12]=2)[C:5](=[O:9])[N:6]([CH3:8])[N:7]=1. Procedure: In a 100 mL round bottom flask containing 119b (500 mg, 1.7 mmol) under nitrogen was added anh. THF (20 mL) and anh.toluene (5 mL) and the mixture stirred and cooled to −20 to −30° C. 3.0M methylmagnesium bromide in diethylether (1.6 mL, 4.75 mmol) was then slowly added. After the addition the reaction was allowed to slowly warm to room temp. and stir for about 3 hrs after which the reaction was quenched with 1N HCl. Concentrated to remove THF, diluted with ethyl acetate and water then adjusted ... The reactants are COC1=CC=C(C=C1)CCC(=O)O (3-(4-methoxyphenyl)propionic acid), Cl.N[C@H](C(=O)OCC)CC1=CC=C(C=C1)[N+](=O)[O-] (ethyl (S)-2-amino-3-(4-nitrophenyl)propionate hydrochloride), CN(CCCN=C=NCC)C (1-(3-Dimethylaminopropyl)-3-ethylcarbodiimide), ON1N=NC2=C1C=CC=C2 (1-hydroxy-1H-benzotriazole), CN1CCOCC1 (N-methylmorpholine). Run in O (Water), CN(C=O)C (N,N-dimethylformamide). Run at time 21 hour. Product: COC1=CC=C(C=C1)CCC(=O)N[C@H](C(=O)OCC)CC1=CC=C(C=C1)[N+](=O)[O-] (ethyl (S)-2-[3-(4-methoxyphenyl)propionylamino]-3-(4-nitrophenyl)propionate). Yield: 40.1%. As a reaction SMILES: [CH3:1][O:2][C:3]1[CH:8]=[CH:7][C:6]([CH2:9][CH2:10][C:11]([OH:13])=O)=[CH:5][CH:4]=1.Cl.[NH2:15][C@@H:16]([CH2:22][C:23]1[CH:28]=[CH:27][C:26]([N+:29]([O-:31])=[O:30])=[CH:25][CH:24]=1)[C:17]([O:19][CH2:20][CH3:21])=[O:18].CN(C)CCCN=C=NCC.ON1C2C=CC=CC=2N=N1.CN1CCOCC1>CN(C)C=O.O>[CH3:1][O:2][C:3]1[CH:4]=[CH:5][C:6]([CH2:9][CH2:10][C:11]([NH:15][C@@H:16]([CH2:22][C:23]2[CH:24]=[CH:25][C:26]([N+:29]([O-:31])=[O:30])=[CH:27][CH:28]=2)[C:17]([O:19][CH2:20][CH3:21])=[O:18])=[O:13])=[CH:7][CH:8]=1 |f:1.2|. Procedure details: Then, 3-(4-methoxyphenyl)propionic acid (330 mg, 1.83 mmol) and ethyl (S)-2-amino-3-(4-nitrophenyl)propionate hydrochloride (500 mg, 1.82 mmol) were dissolved in N,N-dimethylformamide (30 ml). 1-(3-Dimethylaminopropyl)-3-ethylcarbodiimide (384 mg, 2.00 mmol), 1-hydroxy-1H-benzotriazole (270 mg, 2.00 mmol) and N-methylmorpholine (0.25 ml, 2.27 mmol) were added, and the mixture was stirred at room temperature for 21 hours. Water (500 ml) was added to the reaction mixture and the mixture was extrac... Starting materials: O=C([O-])[O-], CS(C)=O, [K+], [K+], COc1ccc(-n2nc(Nc3ccccc3)nc2N)cc1C#N, [Na+], [Na+], O=C([O-])[O-], O, OO. Product: COc1ccc(-n2nc(Nc3ccccc3)nc2N)cc1C(N)=O. Reaction SMILES: [C:32](=[O:33])([O-:34])[O-:35].[CH3:38][S:39]([CH3:40])=[O:41].[K+:24].[K+:25].[NH2:1][c:2]1[n:3][c:4]([NH:17][c:18]2[cH:19][cH:20][cH:21][cH:22][cH:23]2)[n:5][n:6]1-[c:7]1[cH:8][cH:9][c:10]([O:15][CH3:16])[c:11]([C:12]#[N:13])[cH:14]1.[Na+:36].[Na+:37].[O-:26][C:27]([O-:28])=[O:29].[OH2:42].[OH:30][OH:31]>>[NH2:1][c:2]1[n:3][c:4]([NH:17][c:18]2[cH:19][cH:20][cH:21][cH:22][cH:23]2)[n:5][n:6]1-[c:7]1[cH:8][cH:9][c:10]([O:15][CH3:16])[c:11]([C:12]([NH2:13])=[O:26])[cH:14]1. Reactants: OC1(CCC(CC1)=O)C1=CC(=CC=C1)C#C[Si](C)(C)C (4-hydroxy-4-(3-trimethylsilanylethynyl-phenyl)-cyclohexanone), N1CC(C1)NC(=O)CNC(C1=CC(=CC=C1)C(F)(F)F)=O (N-(azetidin-3-ylcarbamoylmethyl)-3-trifluoromethyl-benzamide), CCCC[N+](CCCC)(CCCC)CCCC.[F-] (TBAF). Yields the product C(#C)C=1C=C(C=CC1)C1(CCC(CC1)N1CC(C1)NC(=O)CNC(C1=CC(=CC=C1)C(F)(F)F)=O)O (N-({1-[4-(3-Ethynyl-phenyl)-4-hydroxy-cyclohexyl]-azetidin-3-ylcarbamoyl}-methyl)-3-trifluoromethyl-benzamide). Reaction SMILES: [OH:1][C:2]1([C:9]2[CH:14]=[CH:13][CH:12]=[C:11]([C:15]#[C:16][Si](C)(C)C)[CH:10]=2)[CH2:7][CH2:6][C:5](=O)[CH2:4][CH2:3]1.[NH:21]1[CH2:24][CH:23]([NH:25][C:26]([CH2:28][NH:29][C:30](=[O:41])[C:31]2[CH:36]=[CH:35][CH:34]=[C:33]([C:37]([F:40])([F:39])[F:38])[CH:32]=2)=[O:27])[CH2:22]1.CCCC[N+](CCCC)(CCCC)CCCC.[F-]>>[C:15]([C:11]1[CH:10]=[C:9]([C:2]2([OH:1])[CH2:7][CH2:6][CH:5]([N:21]3[CH2:24][CH:23]([NH:25][C:26]([CH2:28][NH:29][C:30](=[O:41])[C:31]4[CH:36]=[CH:35][CH:34]=[C:33]([C:37]([F:40])([F:38])[F:39])[CH:32]=4)=[O:27])[CH2:22]3)[CH2:4][CH2:3]2)[CH:14]=[CH:13][CH:12]=1)#[CH:16] |f:2.3|. Procedure details: The title compound was prepared as a white solid by reductive amination of 4-hydroxy-4-(3-trimethylsilanylethynyl-phenyl)-cyclohexanone (as prepared in the previous step) and N-(azetidin-3-ylcarbamoylmethyl)-3-trifluoromethyl-benzamide (as prepared in step B of Example 4) using the procedure described in Step C of Example 4 followed by a TBAF work-up using the procedure described in Step D of Example 40.